From a dataset of the Open Reaction Database (ORD), a public repository of structured organic reaction records. describe an organic reaction: reactants, conditions, products, and yield The reactants are CO (methanol), C(C(=C)C)(=O)OC[Si](C)(C)C (Trimethylsilylmethyl methacrylate), C(C(=C)C)(=O)OC(C1=CC=CC=C1)(C)C (dimethylbenzyl methacrylate), CC(C)(C#N)N=NC(C)(C)C#N (AIBN). Run in C1(=CC=CC=C1)C (toluene), C1(=CC=CC=C1)C (toluene), C1(=CC=CC=C1)C (toluene). Run at time 8 hour. Product: C(C(=C)C)(=O)OC[Si](C)(C)C.C(C(=C)C)(=O)OC(C1=CC=CC=C1)(C)C (trimethylsilylmethyl methacrylate dimethylbenzyl methacrylate). The yield is 60.0%. RXN SMILES: [C:1]([O:6][CH2:7][Si:8]([CH3:11])([CH3:10])[CH3:9])(=[O:5])[C:2]([CH3:4])=[CH2:3].[C:12]([O:17][C:18]([CH3:26])([CH3:25])[C:19]1[CH:24]=[CH:23][CH:22]=[CH:21][CH:20]=1)(=[O:16])[C:13]([CH3:15])=[CH2:14].CC(N=NC(C#N)(C)C)(C#N)C.CO>C1(C)C=CC=CC=1>[C:1]([O:6][CH2:7][Si:8]([CH3:11])([CH3:9])[CH3:10])(=[O:5])[C:2]([CH3:4])=[CH2:3].[C:12]([O:17][C:18]([CH3:26])([CH3:25])[C:19]1[CH:20]=[CH:21][CH:22]=[CH:23][CH:24]=1)(=[O:16])[C:13]([CH3:15])=[CH2:14] |f:5.6|. Reported procedure: Trimethylsilylmethyl methacrylate (TMSMMA) and dimethylbenzyl methacrylate (DBMA) were mixed in a ratio of 1:1 so as to prepare a toluene solution having a monomer concentration of 5.0 mol/liter. Next, 2 mol %, on the basis of the monomer of the toluene solution, of 2,2'-azobis(isobutylonitrile) (AIBN) was added to the solution, and the mixture was retained in an oil bath at 80° C. for 8 hours with stirring. Next, the mixture was left standing to cool at room temperature, was diluted with toluen... Starting materials: CN(C=C(C(=O)C1=CC(=CC=C1)F)C1=CC=NC=C1)C (3-dimethylamino-1-(3-fluorophenyl)-2-(pyridin-4-yl)-2-propen-1-one), CN(C=C(C(=O)C1=CC=C(C=C1)F)C1=CC=NC=C1)C (3-dimethylamino-1-(4-fluorophenyl)-2-(pyridin-4-yl)-2-propen-1-one). Yields the product FC=1C=C(C=CC1)C1=NNC=C1C1=CC=NC=C1 (3-(3-Fluorophenyl)-4-(pyridin-4-yl)-1H-pyrazole). Yield: 70.0%. As a reaction SMILES: C[N:2](C)[CH:3]=[C:4]([C:14]1[CH:19]=[CH:18][N:17]=[CH:16][CH:15]=1)[C:5]([C:7]1[CH:12]=[CH:11][CH:10]=[C:9]([F:13])[CH:8]=1)=O.C[N:22](C)C=C(C1C=CN=CC=1)C(C1C=CC(F)=CC=1)=O>>[F:13][C:9]1[CH:8]=[C:7]([C:5]2[C:4]([C:14]3[CH:19]=[CH:18][N:17]=[CH:16][CH:15]=3)=[CH:3][NH:2][N:22]=2)[CH:12]=[CH:11][CH:10]=1. Procedure details: The reaction was carried out in the same manner as in Example 1-2) except for using 18.3 g (67.7 mmol) of 3-dimethylamino-1-(3-fluorophenyl)-2-(pyridin-4-yl)-2-propen-1-one obtained in Example 7-1) in place of 3-dimethylamino-1-(4-fluorophenyl)-2-(pyridin-4-yl)-2-propen-1-one to obtain 11.3 g of the title compound as a white powder. (Yield: 70%) Starting materials: initial solution, ClC1=C(C=C(C=C1)C(F)(F)F)[N+](=O)[O-] (4-chloro-3-nitrobenzotrifluoride), N1CCC2=CC=CC=C12 (indoline). The solvent is C=1(C(=CC=CC1)C)C (xylene). The product is [N+](=O)([O-])C1=C(C=CC(=C1)C(F)(F)F)N1CCC2=CC=CC=C12 (1-(2-nitro-4-trifluoromethylphenyl)indoline). RXN SMILES: Cl[C:2]1[CH:7]=[CH:6][C:5]([C:8]([F:11])([F:10])[F:9])=[CH:4][C:3]=1[N+:12]([O-:14])=[O:13].[NH:15]1[C:23]2[C:18](=[CH:19][CH:20]=[CH:21][CH:22]=2)[CH2:17][CH2:16]1>C1(C)C(C)=CC=CC=1>[N+:12]([C:3]1[CH:4]=[C:5]([C:8]([F:11])([F:10])[F:9])[CH:6]=[CH:7][C:2]=1[N:15]1[C:23]2[C:18](=[CH:19][CH:20]=[CH:21][CH:22]=2)[CH2:17][CH2:16]1)([O-:14])=[O:13]. Reported procedure: An initial solution of 22.6 g of 4-chloro-3-nitrobenzotrifluoride and 29.8 g of indoline in 500 ml of xylene is stirred and refluxed under N2 for 18 hours. The indoline HCl salt which separates is filtered off, and the xylene filtrate is washed with water, with 3 N HCl, with 3 N--NaOH, and finally again with water, dried over MgSO4, and concentrated to an oil on a rotovac at 60° C., first at aspirator pressure, then in vacuo. This oil is taken up in 100 ml hexane and allowed to crystallize 18 ho... The reactants are C(C)OC(C1=CC=CC=C1)=C1C(NC2=CC=C(C=C12)[N+](=O)[O-])=O (3-(1-ethoxy-1-phenyl-methylidene)-5-nitro-2-indolinone), C(C)OC(=O)CNCC=1C=C(N)C=CC1 (3-ethoxycarbonylmethylaminomethyl-aniline). Run in CN(C)C=O (DMF). Product: C(C)OC(=O)CNCC=1C=C(C=CC1)N\C(\C1=CC=CC=C1)=C\1/C(NC2=CC=C(C=C12)[N+](=O)[O-])=O ((Z)-3-[1-(3-ethoxycarbonylmethylaminomethyl-phenylamino)-1-phenyl-methylidene]-5-nitro-2-indolinone). Reaction SMILES: C(O[C:4](=[C:11]1[C:19]2[C:14](=[CH:15][CH:16]=[C:17]([N+:20]([O-:22])=[O:21])[CH:18]=2)[NH:13][C:12]1=[O:23])[C:5]1[CH:10]=[CH:9][CH:8]=[CH:7][CH:6]=1)C.[CH2:24]([O:26][C:27]([CH2:29][NH:30][CH2:31][C:32]1[CH:33]=[C:34]([CH:36]=[CH:37][CH:38]=1)[NH2:35])=[O:28])[CH3:25]>CN(C=O)C>[CH2:24]([O:26][C:27]([CH2:29][NH:30][CH2:31][C:32]1[CH:33]=[C:34]([NH:35]/[C:4](=[C:11]2\[C:12](=[O:23])[NH:13][C:14]3[C:19]\2=[CH:18][C:17]([N+:20]([O-:22])=[O:21])=[CH:16][CH:15]=3)/[C:5]2[CH:10]=[CH:9][CH:8]=[CH:7][CH:6]=2)[CH:36]=[CH:37][CH:38]=1)=[O:28])[CH3:25]. Reported procedure: Prepared analogously to Example 89 from 3-(1-ethoxy-1-phenyl-methylidene)-5-nitro-2-indolinone and 3-ethoxycarbonylmethylaminomethyl-aniline in DMF. Starting materials: CC(C)(C)[O-].[K+] (KOtBu), CN(\C=N\[H])C.COCCOC=1C=C(C(=NC1)C(=O)O)C (5-(2-Methoxy-ethoxy)-3-methyl-pyridine-2-carboxylic acid 1-dimethylamino-meth-(E)-ylideneamine), Cl (HCl). Solvent: C1CCOC1 (THF), C1CCOC1 (THF). The product is COCCOC=1C=NC=2C(NC=CC2C1)=O (3-(2-Methoxy-ethoxy)-7H-[1,7]naphthyridin-8-one). Reaction SMILES: [CH3:1][N:2](C)/C=N/[H].[CH3:7][O:8][CH2:9][CH2:10][O:11][C:12]1[CH:13]=[C:14]([CH3:21])[C:15]([C:18]([OH:20])=O)=[N:16][CH:17]=1.CC([O-])(C)C.[K+].Cl>C1COCC1>[CH3:7][O:8][CH2:9][CH2:10][O:11][C:12]1[CH:17]=[N:16][C:15]2[C:18](=[O:20])[NH:2][CH:1]=[CH:21][C:14]=2[CH:13]=1 |f:0.1,2.3|. Procedure details: 5-(2-Methoxy-ethoxy)-3-methyl-pyridine-2-carboxylic acid 1-dimethylamino-meth-(E)-ylideneamine (500 mg, 1.885 mmol) was dissolved in THF (15 ml) and heated to gentle reflux. KOtBu (317 mg, 2.83 mmol) in THF (30 ml) was added dropwise and the reaction mixture was heated to reflux for 2.5 h and then cooled to rt. The pH was adjusted to 7 with concentrated HCl. The reaction mixture was concentrated. Reactants: OC1=NC(=NC(=C1)O)S (4,6-dihydroxy-2-mercaptopyrimidine), C(CC)I (propyl iodide). Solvent: [OH-].[K+] (potassium hydroxide). Conditions: time 4 day. The product is C(CC)SC1=NC(=CC(=N1)O)O (2-Propylthio-pyrimidine-4,6-diol). RXN SMILES: [OH:1][C:2]1[CH:7]=[C:6]([OH:8])[N:5]=[C:4]([SH:9])[N:3]=1.[CH2:10](I)[CH2:11][CH3:12]>[OH-].[K+]>[CH2:10]([S:9][C:4]1[N:5]=[C:6]([OH:8])[CH:7]=[C:2]([OH:1])[N:3]=1)[CH2:11][CH3:12] |f:2.3|. Procedure: To a solution of 4,6-dihydroxy-2-mercaptopyrimidine (100 g) in potassium hydroxide (2.5N, 571 ml) was added propyl iodide (76.8 ml) and the whole was stirred for 4 days. The solution was acidified to pH 2-3 and filtered to afford the sub-title compound (15 g). Reactants: ClCCl, CCOCC, OC1CCC(C2CCC(CCC3OCCO3)CC2)CC1, O=[Cr](=O)([O-])Cl, c1cc[nH+]cc1. Product: O=C1CCC(C2CCC(CCC3OCCO3)CC2)CC1. RXN SMILES: [CH2:32]([Cl:33])[Cl:34].[CH3:35][CH2:36][O:37][CH2:38][CH3:39].[O:12]1[CH:13]([CH2:17][CH2:18][CH:19]2[CH2:20][CH2:21][CH:22]([CH:25]3[CH2:26][CH2:27][CH:28]([OH:31])[CH2:29][CH2:30]3)[CH2:23][CH2:24]2)[O:14][CH2:15][CH2:16]1.[O:1]=[Cr:2]([Cl:3])([O-:4])=[O:5].[nH+:6]1[cH:7][cH:8][cH:9][cH:10][cH:11]1>>[O:12]1[CH:13]([CH2:17][CH2:18][CH:19]2[CH2:20][CH2:21][CH:22]([CH:25]3[CH2:26][CH2:27][C:28](=[O:31])[CH2:29][CH2:30]3)[CH2:23][CH2:24]2)[O:14][CH2:15][CH2:16]1.